From a dataset of the Open Reaction Database (ORD), a public repository of structured organic reaction records. describe an organic reaction: reactants, conditions, products, and yield The reactants are [BH4-], COc1c(C=O)c2c(c(Sc3ccccc3)c1OC)CCN(C)CC2, CO, [Na+]. The product is COc1c(CO)c2c(c(Sc3ccccc3)c1OC)CCN(C)CC2. As a reaction SMILES: [BH4-:26].[CH3:1][O:2][c:3]1[c:4]([S:19][c:20]2[cH:21][cH:22][cH:23][cH:24][cH:25]2)[c:5]2[c:6]([c:13]([CH:17]=[O:18])[c:14]1[O:15][CH3:16])[CH2:7][CH2:8][N:9]([CH3:12])[CH2:10][CH2:11]2.[CH3:28][OH:29].[Na+:27]>>[CH3:1][O:2][c:3]1[c:4]([S:19][c:20]2[cH:21][cH:22][cH:23][cH:24][cH:25]2)[c:5]2[c:6]([c:13]([CH2:17][OH:18])[c:14]1[O:15][CH3:16])[CH2:7][CH2:8][N:9]([CH3:12])[CH2:10][CH2:11]2. Starting materials: CC(C)(C)OC(=O)N1CCNCC1, C1COCCO1, O=Cc1c(Cl)n(-c2cccnc2)c2ncccc12. Yields the product CC(C)(C)OC(=O)N1CCN(c2c(C=O)c3cccnc3n2-c2cccnc2)CC1. RXN SMILES: [C:19]([CH3:20])([CH3:21])([CH3:22])[O:23][C:24](=[O:25])[N:26]1[CH2:27][CH2:28][NH:29][CH2:30][CH2:31]1.[CH2:32]1[O:33][CH2:34][CH2:35][O:36][CH2:37]1.[Cl:1][c:2]1[c:3]([CH:17]=[O:18])[c:4]2[c:5]([n:6][cH:7][cH:8][cH:9]2)[n:10]1-[c:11]1[cH:12][n:13][cH:14][cH:15][cH:16]1>>[c:2]1([N:29]2[CH2:28][CH2:27][N:26]([C:24]([O:23][C:19]([CH3:20])([CH3:21])[CH3:22])=[O:25])[CH2:31][CH2:30]2)[c:3]([CH:17]=[O:18])[c:4]2[c:5]([n:6][cH:7][cH:8][cH:9]2)[n:10]1-[c:11]1[cH:12][n:13][cH:14][cH:15][cH:16]1. The reactants are ClCCN(CCCl)Cc1ccccc1, Cl, N#CCc1ccc(C(F)(F)F)cc1. Product: N#CC1(c2ccc(C(F)(F)F)cc2)CCN(Cc2ccccc2)CC1. Reaction SMILES: [Cl:15][CH2:16][CH2:17][N:18]([CH2:19][c:20]1[cH:21][cH:22][cH:23][cH:24][cH:25]1)[CH2:26][CH2:27][Cl:28].[ClH:14].[F:1][C:2]([c:3]1[cH:4][cH:5][c:6]([CH2:9][C:10]#[N:11])[cH:7][cH:8]1)([F:12])[F:13]>>[F:1][C:2]([c:3]1[cH:4][cH:5][c:6]([C:9]2([C:10]#[N:11])[CH2:16][CH2:17][N:18]([CH2:19][c:20]3[cH:21][cH:22][cH:23][cH:24][cH:25]3)[CH2:26][CH2:27]2)[cH:7][cH:8]1)([F:12])[F:13]. The reactants are [Cl-].[NH4+] (ammonium chloride), FC1=C(COC2=CC=C(OC3=C(C=CC=C3)[N+](=O)[O-])C=C2)C=CC=C1 (1-[4-(2-fluorobenzyloxy)phenoxy]-2-nitrobenzene). Reagents/catalysts: [Fe] (iron). The solvent is O (water), C(C)O (ethanol). Run at time 30 minute. The product is Cl.FC1=C(COC2=CC=C(OC3=C(N)C=CC=C3)C=C2)C=CC=C1 (2-[4-(2-Fluorobenzyloxy)phenoxy]aniline hydrochloride). Yield: 163.0%. RXN SMILES: [F:1][C:2]1[CH:25]=[CH:24][CH:23]=[CH:22][C:3]=1[CH2:4][O:5][C:6]1[CH:21]=[CH:20][C:9]([O:10][C:11]2[CH:16]=[CH:15][CH:14]=[CH:13][C:12]=2[N+:17]([O-])=O)=[CH:8][CH:7]=1.[Cl-:26].[NH4+]>C(O)C.O.[Fe]>[ClH:26].[F:1][C:2]1[CH:25]=[CH:24][CH:23]=[CH:22][C:3]=1[CH2:4][O:5][C:6]1[CH:21]=[CH:20][C:9]([O:10][C:11]2[CH:16]=[CH:15][CH:14]=[CH:13][C:12]=2[NH2:17])=[CH:8][CH:7]=1 |f:1.2,6.7|. Procedure details: To a solution of 1-[4-(2-fluorobenzyloxy)phenoxy]-2-nitrobenzene (0.65 g, 1.9 mmol) in ethanol (50 ml) were added an iron powder (0.53 g, 9.5 mg-atom) and a solution of ammonium chloride (0.06 g, 1.1 mmol) in water (10 ml), followed by reflux for 3 hours. The insoluble matter was removed by filtration, the solvent was evaporated under reduced pressure, and the residue was dissolved in ethyl acetate. After drying, the solvent was again evaporated under reduced pressure, the residue was dissolved ... Reactants: ClC=1C=C(COC2=NC(=NC=C2C(=O)NCC2=NC=CC=C2)SC)C=CC1OC (4-(3-chloro-4-methoxybenzyloxy)-2-(methylmercapto)-N-(pyridin-2-ylmethyl)pyrimidine-5-carboxamide), C1=CC(=CC(=C1)Cl)C(=O)OO (m-CPBA). Run in ClCCl (dichloromethane). The product is ClC=1C=C(COC2=NC(=NC=C2C(=O)NCC2=NC=CC=C2)S(=O)C)C=CC1OC (4-(3-chloro-4-methoxybenzyloxy)-2-(methylsulfinyl)-N-(pyridin-2-ylmethyl)pyrimidine-5-carboxamide). Reaction SMILES: [Cl:1][C:2]1[CH:3]=[C:4]([CH:25]=[CH:26][C:27]=1[O:28][CH3:29])[CH2:5][O:6][C:7]1[C:12]([C:13]([NH:15][CH2:16][C:17]2[CH:22]=[CH:21][CH:20]=[CH:19][N:18]=2)=[O:14])=[CH:11][N:10]=[C:9]([S:23][CH3:24])[N:8]=1.C1C=C(Cl)C=C(C(OO)=[O:38])C=1>ClCCl>[Cl:1][C:2]1[CH:3]=[C:4]([CH:25]=[CH:26][C:27]=1[O:28][CH3:29])[CH2:5][O:6][C:7]1[C:12]([C:13]([NH:15][CH2:16][C:17]2[CH:22]=[CH:21][CH:20]=[CH:19][N:18]=2)=[O:14])=[CH:11][N:10]=[C:9]([S:23]([CH3:24])=[O:38])[N:8]=1. Procedure details: 4-(3-chloro-4-methoxybenzyloxy)-2-(methylmercapto)-N-(pyridin-2-ylmethyl)pyrimidine-5-carboxamide (180 mg, 0.42 mmol) was dissolved in 20 ml of dichloromethane, m-CPBA (80 mg, 0.46 mmol) was added and reacted at room temperature for 12 h, washed with water after reaction, extracted with dichloromethane, the organic layer was dried, dried by rotation to obtain yellow solid, and this product was directly used in the next reaction without purification.